From a dataset of the Open Reaction Database (ORD), a public repository of structured organic reaction records. describe an organic reaction: reactants, conditions, products, and yield Starting materials: C(C)(C)(C)OC(=O)N1CCC(CC1)C1=NC=NC2=CC(=C(C=C12)F)N1CCOCC1 (4-(6-Fluoro-7-morpholin-4-yl-quinazolin-4-yl)-piperidine-1-carboxylic acid tert-butyl ester), Cl.[N+](=O)([O-])C1=CC=C(C=C1)OC(NC1=CC=C(C=C1)N1CCCC1)=O ((4-pyrrolidin-1-yl-phenyl)-carbamic acid 4-nitro-phenyl ester hydrochloride). Product: N1(CCCC1)C1=CC=C(C=C1)NC(=O)N1CCC(CC1)C1=NC=NC2=CC(=C(C=C12)F)N1CCOCC1 (4-(6-Fluoro-7-morpholin-4-yl-quinazolin-4-yl)-piperidine-1-carboxylic acid (4-pyrrolidin-1-yl-phenyl)-amide). As a reaction SMILES: C(O[C:6]([N:8]1[CH2:13][CH2:12][CH:11]([C:14]2[C:23]3[C:18](=[CH:19][C:20]([N:25]4[CH2:30][CH2:29][O:28][CH2:27][CH2:26]4)=[C:21]([F:24])[CH:22]=3)[N:17]=[CH:16][N:15]=2)[CH2:10][CH2:9]1)=[O:7])(C)(C)C.Cl.[N+](C1C=CC(OC(=O)[NH:43][C:44]2[CH:49]=[CH:48][C:47]([N:50]3[CH2:54][CH2:53][CH2:52][CH2:51]3)=[CH:46][CH:45]=2)=CC=1)([O-])=O>>[N:50]1([C:47]2[CH:48]=[CH:49][C:44]([NH:43][C:6]([N:8]3[CH2:9][CH2:10][CH:11]([C:14]4[C:23]5[C:18](=[CH:19][C:20]([N:25]6[CH2:30][CH2:29][O:28][CH2:27][CH2:26]6)=[C:21]([F:24])[CH:22]=5)[N:17]=[CH:16][N:15]=4)[CH2:12][CH2:13]3)=[O:7])=[CH:45][CH:46]=2)[CH2:51][CH2:52][CH2:53][CH2:54]1 |f:1.2|. Procedure: The title compound was prepared from 4-(6-Fluoro-7-morpholin-4-yl-quinazolin-4-yl)-piperidine-1-carboxylic acid tert-butyl ester, prepared as described in Example 210a, and (4-pyrrolidin-1-yl-phenyl)-carbamic acid 4-nitro-phenyl ester hydrochloride, prepared as described in Example 74a, using essentially the protocol given for Example 170c. 1H-NMR (400 MHz, CDCl3) δ 9.12 (s, 1H), 7.70 (d, 1H), 7.38 (d, 1H), 7.18 (m, 2H), 6.52 (m, 2H), 6.24 (s, 1H), 4.26 (m, 2H), 3.93 (m, 4H), 3.51 (tt, 1H), 3.31... The product is Cc1ccc(N)cc1C(=O)Nc1cncnc1. As a reaction SMILES: [CH3:29][OH:30].[CH3:2][CH2:3][O:4][C:5]([CH3:6])=[O:7].[CH3:8][c:9]1[c:10]([C:11](=[O:12])[NH:13][c:14]2[cH:15][n:16][cH:17][n:18][cH:19]2)[cH:20][c:21]([N+:24]([O-:25])=[O:26])[cH:22][cH:23]1.[H:27][H:28].[OH2:1].[Pd:31]>>[CH3:8][c:9]1[c:10]([C:11](=[O:12])[NH:13][c:14]2[cH:15][n:16][cH:17][n:18][cH:19]2)[cH:20][c:21]([NH2:24])[cH:22][cH:23]1. Starting materials: CO, CCOC(C)=O, Cc1ccc([N+](=O)[O-])cc1C(=O)Nc1cncnc1, [H][H], O, [Pd]. The reactants are C(C)OC(C(C)(OC1=CC=C(C=C1)OCCC=1N=C(OC1C)C1=CC(=CC=C1)CCC1=CC=CC=C1)C)=O (2-Methyl-2-(4-{2-[5-methyl-2-(3-phenethylphenyl)oxazol-4-yl]ethoxy}phenoxy)-propionic acid ethyl ester). The solvent is hexanes, CCOC(=O)C (EtOAc). Yields the product C(C)OC(C(C)(C)OC1=CC=C(C=C1)OCCC=1N=C(OC1C)C1=CC(=CC=C1)CC)=O (2-(4-{2-[2-(3-Ethylphenyl)-5-methyloxazol-4-yl]ethoxy}phenoxy)-2-methylpropionic acid ethyl ester). As a reaction SMILES: [CH2:1]([O:3][C:4](=[O:38])[C:5]([CH3:37])([O:7][C:8]1[CH:13]=[CH:12][C:11]([O:14][CH2:15][CH2:16][C:17]2[N:18]=[C:19]([C:23]3[CH:28]=[CH:27][CH:26]=[C:25]([CH2:29][CH2:30]C4C=CC=CC=4)[CH:24]=3)[O:20][C:21]=2[CH3:22])=[CH:10][CH:9]=1)[CH3:6])[CH3:2]>CCOC(C)=O>[CH2:1]([O:3][C:4](=[O:38])[C:5]([O:7][C:8]1[CH:9]=[CH:10][C:11]([O:14][CH2:15][CH2:16][C:17]2[N:18]=[C:19]([C:23]3[CH:28]=[CH:27][CH:26]=[C:25]([CH2:29][CH3:30])[CH:24]=3)[O:20][C:21]=2[CH3:22])=[CH:12][CH:13]=1)([CH3:37])[CH3:6])[CH3:2]. Procedure details: 2-Methyl-2-(4-{2-[5-methyl-2-(3-phenethylphenyl)oxazol-4-yl]ethoxy}phenoxy)-propionic acid ethyl ester Rf=0.36 in 1:4 EtOAc:hexanes; 1H NMR (400 MHz, CDCl3) δ 7.82 (s, 1H), 7.79 (d, 1H), 7.32-7.20 (m, 3H), 7.19-7.13 (m, 4H), 6.80-6.72 (m, 4H), 4.23-4.16 (m, 4H), 2.94-2.86 (m, 6H), 2.34 (s, 3H), 1.43 (s, 6H), 1.24-1.19 (m, 6H); MS (EI) 536.2 (M+Na)+, 514.2 (M+H)+. The reactants are C(C)C1C(CC(C(C(OC(C2CCCCN2C(C(C2(C(CC(C(C(CC(CC(=C1)C)C)OC)O2)OC)C)O)=O)=O)=O)C(=CC2CC(C(CC2)OCC2=CC(=CC=C2)C(=O)O)OC)C)C)O)=O (17-ethyl-1,14-dihydroxy-12-[2'-(4"-(m-carboxybenzyloxy)-3"-methoxycyclohexyl)-1'-methylvinyl]-23,25-dimethoxy-13,19,21,27-tetramethyl-11,28-dioxa-4-azatricyclo[22.3.1.04,9 ]octacos-18-ene-2,3,10,16-tetraone), C(Cl)Cl (methylene chloride), C[Si](C)(C)C=[N+]=[N-] (trimethylsilyldiazomethane). Solvent: C(Cl)Cl.CO (methylene chloride methanol). Yields the product C(C)C1C(CC(C(C(OC(C2CCCCN2C(C(C2(C(CC(C(C(CC(CC(=C1)C)C)OC)O2)OC)C)O)=O)=O)=O)C(=CC2CC(C(CC2)OCC2=CC(=CC=C2)C(=O)OC)OC)C)C)O)=O (17-Ethyl-1,14-dihydroxy-12-[2'-(4"-(m-carbomethoxybenzyloxy)-3"-methoxycyclohexyl)-1'-methylvinyl]-23,25-dimethoxy-13,19,21,27-tetramethyl-11,28-dioxa-4-azatricyclo[22.3.1.04,9 ]octacos-18-ene-2,3,10,16-tetraone). As a reaction SMILES: [CH2:1]([CH:3]1[CH:29]=[C:28]([CH3:30])[CH2:27][CH:26]([CH3:31])[CH2:25][CH:24]([O:32][CH3:33])[CH:23]2[O:34][C:19]([OH:38])([CH:20]([CH3:37])[CH2:21][CH:22]2[O:35][CH3:36])[C:18](=[O:39])[C:17](=[O:40])[N:16]2[CH:11]([CH2:12][CH2:13][CH2:14][CH2:15]2)[C:10](=[O:41])[O:9][CH:8]([C:42]([CH3:63])=[CH:43][CH:44]2[CH2:49][CH2:48][CH:47]([O:50][CH2:51][C:52]3[CH:57]=[CH:56][CH:55]=[C:54]([C:58]([OH:60])=[O:59])[CH:53]=3)[CH:46]([O:61][CH3:62])[CH2:45]2)[CH:7]([CH3:64])[CH:6]([OH:65])[CH2:5][C:4]1=[O:66])[CH3:2].[CH2:67](Cl)Cl.C[Si](C=[N+]=[N-])(C)C>C(Cl)Cl.CO>[CH2:1]([CH:3]1[CH:29]=[C:28]([CH3:30])[CH2:27][CH:26]([CH3:31])[CH2:25][CH:24]([O:32][CH3:33])[CH:23]2[O:34][C:19]([OH:38])([CH:20]([CH3:37])[CH2:21][CH:22]2[O:35][CH3:36])[C:18](=[O:39])[C:17](=[O:40])[N:16]2[CH:11]([CH2:12][CH2:13][CH2:14][CH2:15]2)[C:10](=[O:41])[O:9][CH:8]([C:42]([CH3:63])=[CH:43][CH:44]2[CH2:49][CH2:48][CH:47]([O:50][CH2:51][C:52]3[CH:57]=[CH:56][CH:55]=[C:54]([C:58]([O:60][CH3:67])=[O:59])[CH:53]=3)[CH:46]([O:61][CH3:62])[CH2:45]2)[CH:7]([CH3:64])[CH:6]([OH:65])[CH2:5][C:4]1=[O:66])[CH3:2] |f:3.4|. Procedure: To a solution of 17-ethyl-1,14-dihydroxy-12-[2'-(4"-(m-carboxybenzyloxy)-3"-methoxycyclohexyl)-1'-methylvinyl]-23,25-dimethoxy-13,19,21,27-tetramethyl-11,28-dioxa-4-azatricyclo[22.3.1.04,9 ]octacos-18-ene-2,3,10,16-tetraone (7 mg) in methylene chloride: methanol (2:1, 0.75 mL) at 0° C. was added a methylene chloride solution of trimethylsilyldiazomethane (10% by weight) until a yellow colored persisted. The mixture was then warmed to room temperature, concentrated in vacuo, and purified by flash... Starting materials: C(C1=CC=CC=C1)OC(=O)N[C@@H](CC(N)=O)C(=O)N[C@H]([C@@H](C(=O)O)O)CC1=CC=CC=C1 ((2S,3S)-3-(N2 -benzyloxycarbonyl-L-asparaginyl)amino-2-hydroxy-4-phenylbutyric acid), C(C)(C)(C)OC(=O)N(C([C@H]1NC[C@@H](C1)Cl)=O)C(C)(C)C ((4R)-N-t-butoxycarbonyl-4-chloro-N-t-butyl-L-prolinamide). Product: C(C1=CC=CC=C1)OC(=O)N[C@@H](CC(N)=O)C(=O)N[C@H]([C@@H](C(=O)N1[C@H](C(=O)NC(C)(C)C)C[C@H](C1)Cl)O)CC1=CC=CC=C1 ((4R)-1-[(2S,3S)-3-(N2 -Benzyloxycarbonyl-L-asparaginyl)amino-2-hydroxy-4-phenylbutyryl]-4-chloro-N-t-butyl-L-prolinamide). Isolated yield 24.0%. RXN SMILES: [CH2:1]([O:8][C:9]([NH:11][C@H:12]([C:17]([NH:19][C@@H:20]([CH2:26][C:27]1[CH:32]=[CH:31][CH:30]=[CH:29][CH:28]=1)[C@H:21]([OH:25])[C:22](O)=[O:23])=[O:18])[CH2:13][C:14](=[O:16])[NH2:15])=[O:10])[C:2]1[CH:7]=[CH:6][CH:5]=[CH:4][CH:3]=1.C(OC([N:40]([C:49]([CH3:52])([CH3:51])[CH3:50])[C:41](=[O:48])[C@@H:42]1[CH2:46][C@@H:45]([Cl:47])[CH2:44][NH:43]1)=O)(C)(C)C>>[CH2:1]([O:8][C:9]([NH:11][C@H:12]([C:17]([NH:19][C@@H:20]([CH2:26][C:27]1[CH:28]=[CH:29][CH:30]=[CH:31][CH:32]=1)[C@H:21]([OH:25])[C:22]([N:43]1[CH2:44][C@H:45]([Cl:47])[CH2:46][C@H:42]1[C:41]([NH:40][C:49]([CH3:52])([CH3:51])[CH3:50])=[O:48])=[O:23])=[O:18])[CH2:13][C:14](=[O:16])[NH2:15])=[O:10])[C:2]1[CH:7]=[CH:6][CH:5]=[CH:4][CH:3]=1. Procedure details: Following a procedure similar to that described in Example 1, but using 146 mg (0.33 mmol) of (2S,3S)-3-(N2 -benzyloxycarbonyl-L-asparaginyl)amino-2-hydroxy-4-phenylbutyric acid and 100 mg (0.33 mmol) of (4R)-N-t-butoxycarbonyl-4-chloro-N-t-butyl-L-prolinamide, 50 mg of the title compound were obtained as a colorless powder, melting at 103°-107° C.